From a dataset of the Open Reaction Database (ORD), a public repository of structured organic reaction records. describe an organic reaction: reactants, conditions, products, and yield Reactants: COC(=O)C1CC(S(=O)(=O)c2ccccc2Cl)CN1c1cc(C)nn1Cc1ccc(Cl)cc1, [Li+], [OH-]. Yields the product Cc1cc(N2CC(S(=O)(=O)c3ccccc3Cl)CC2C(=O)O)n(Cc2ccc(Cl)cc2)n1. Reaction SMILES: [CH3:1][O:2][C:3](=[O:4])[CH:5]1[N:6]([c:20]2[n:21]([CH2:26][c:27]3[cH:28][cH:29][c:30]([Cl:33])[cH:31][cH:32]3)[n:22][c:23]([CH3:25])[cH:24]2)[CH2:7][CH:8]([S:10](=[O:11])(=[O:12])[c:13]2[c:14]([Cl:19])[cH:15][cH:16][cH:17][cH:18]2)[CH2:9]1.[Li+:34].[OH-:35]>>[O:2]=[C:3]([OH:4])[CH:5]1[N:6]([c:20]2[n:21]([CH2:26][c:27]3[cH:28][cH:29][c:30]([Cl:33])[cH:31][cH:32]3)[n:22][c:23]([CH3:25])[cH:24]2)[CH2:7][CH:8]([S:10](=[O:11])(=[O:12])[c:13]2[c:14]([Cl:19])[cH:15][cH:16][cH:17][cH:18]2)[CH2:9]1. The reactants are E2, OCC=1C=C(C#N)C=CC1 (3-(hydroxymethyl)benzonitrile), ClC1=NC(N2C(N(CCC2)C)=C1)=O (8-chloro-1-methyl-3,4-dihydro-1H-pyrimido[1,6-a]pyrimidin-6(2H)-one). The product is CN1C=2N(CCC1)C(N=C(C2)OCC=2C=C(C#N)C=CC2)=O (3-(((1-methyl-6-oxo-2,3,4,6-tetrahydro-1H-pyrimido[1,6-a]pyrimidin-8-yl)oxy)methyl)benzonitrile). RXN SMILES: [OH:1][CH2:2][C:3]1[CH:4]=[C:5]([CH:8]=[CH:9][CH:10]=1)[C:6]#[N:7].Cl[C:12]1[CH:22]=[C:16]2[N:17]([CH3:21])[CH2:18][CH2:19][CH2:20][N:15]2[C:14](=[O:23])[N:13]=1>>[CH3:21][N:17]1[CH2:18][CH2:19][CH2:20][N:15]2[C:14](=[O:23])[N:13]=[C:12]([O:1][CH2:2][C:3]3[CH:4]=[C:5]([CH:8]=[CH:9][CH:10]=3)[C:6]#[N:7])[CH:22]=[C:16]12. Procedure details: The title compound or its salt was prepared by a procedure similar to that described for E2 starting from 3-(hydroxymethyl)benzonitrile and 8-chloro-1-methyl-3,4-dihydro-1H-pyrimido[1,6-a]pyrimidin-6(2H)-one. Reactants: O=C(c1cc(Cl)cc(Cl)c1)N1CCC(NCc2ccnc3ccccc23)CC1Cc1ccccc1, CI, COCCOC, [H-], [Na+]. Product: CN(Cc1ccnc2ccccc12)C1CCN(C(=O)c2cc(Cl)cc(Cl)c2)C(Cc2ccccc2)C1. Reaction SMILES: [CH2:3]([c:4]1[cH:5][cH:6][cH:7][cH:8][cH:9]1)[CH:10]1[N:11]([C:28]([c:29]2[cH:30][c:31]([Cl:36])[cH:32][c:33]([Cl:35])[cH:34]2)=[O:37])[CH2:12][CH2:13][CH:14]([NH:16][CH2:17][c:18]2[cH:19][cH:20][n:21][c:22]3[cH:23][cH:24][cH:25][cH:26][c:27]23)[CH2:15]1.[CH3:38][I:39].[CH3:40][O:41][CH2:42][CH2:43][O:44][CH3:45].[H-:1].[Na+:2]>>[CH2:3]([c:4]1[cH:5][cH:6][cH:7][cH:8][cH:9]1)[CH:10]1[N:11]([C:28]([c:29]2[cH:30][c:31]([Cl:36])[cH:32][c:33]([Cl:35])[cH:34]2)=[O:37])[CH2:12][CH2:13][CH:14]([N:16]([CH2:17][c:18]2[cH:19][cH:20][n:21][c:22]3[cH:23][cH:24][cH:25][cH:26][c:27]23)[CH3:38])[CH2:15]1. The reactants are BrB(Br)Br, COC(=O)c1cccc(C(=O)OC)c1-n1cccc1, ClCCl, O. The product is COC(=O)c1cccc2c1-n1cccc1C2=O. Reaction SMILES: [B:1]([Br:2])([Br:3])[Br:4].[CH3:5][O:6][C:7]([c:8]1[c:9](-[n:18]2[cH:19][cH:20][cH:21][cH:22]2)[c:10]([C:11](=[O:12])[O:13][CH3:14])[cH:15][cH:16][cH:17]1)=[O:23].[Cl:25][CH2:26][Cl:27].[OH2:24]>>[C:7]1(=[O:23])[c:8]2[c:9]([c:10]([C:11](=[O:12])[O:13][CH3:14])[cH:15][cH:16][cH:17]2)-[n:18]2[cH:19][cH:20][cH:21][c:22]21. The yield is 94.6%. RXN SMILES: [CH:1]([O:4][C:5](=[O:39])[O:6][CH:7]1[CH:11]2[O:12][Si](C(C)(C)C)(C(C)(C)C)[O:14][CH2:15][CH:10]2[O:9][CH:8]1[N:24]1[C:28]2[N:29]=[C:30]([N:33]=[CH:34][N:35]([CH3:37])[CH3:36])[N:31]=[CH:32][C:27]=2[S:26][C:25]1=[O:38])([CH3:3])[CH3:2].N1C(=O)CC[C@H]1C(O)=O>CO>[CH:1]([O:4][C:5](=[O:39])[O:6][CH:7]1[CH:11]([OH:12])[CH:10]([CH2:15][OH:14])[O:9][CH:8]1[N:24]1[C:28]2[N:29]=[C:30]([N:33]=[CH:34][N:35]([CH3:37])[CH3:36])[N:31]=[CH:32][C:27]=2[S:26][C:25]1=[O:38])([CH3:3])[CH3:2]. Procedure details: Carbonic acid 2,2-di-tert-butyl-6-[5-(dimethylamino-methyleneamino)-2-oxo-thiazolo[4,5-d]pyrimidin-3-yl]-tetrahydro-furo[3,2-d][1,3,2]dioxasilin-7-yl ester isopropyl ester (1.70 g, 2.92 mmol) (14) was dissolved in anhydrous MeOH (10.0 mL) and HF/Pyr (245 uL) was added. The clear colorless reaction suddenly thickened with a white precipitate within 5 min. The reaction was stirred 15 min then conc in vacuo. The solids were triturated with EtOAc then dried at 40° C. 16 h to obtain 1.22 g (95%) of 1... The solvent is CO (MeOH). The product is C(C)(C)OC(OC1C(OC(C1O)CO)N1C(SC2=C1N=C(N=C2)N=CN(C)C)=O)=O (Carbonic acid 2-[5-(dimethylamino-methyleneamino)-2-oxo-thiazolo[4,5-d]pyrimidin-3-yl]-4-hydroxy-5-hydroxymethyl-tetrahydro-furan-3-yl ester isopropyl ester). The reactants are C(C)(C)OC(OC1C(OC2C1O[Si](OC2)(C(C)(C)C)C(C)(C)C)N2C(SC1=C2N=C(N=C1)N=CN(C)C)=O)=O (Carbonic acid 2,2-di-tert-butyl-6-[5-(dimethylamino-methyleneamino)-2-oxo-thiazolo[4,5-d]pyrimidin-3-yl]-tetrahydro-furo[3,2-d][1,3,2]dioxasilin-7-yl ester isopropyl ester), N1[C@@H](CCC1=O)C(=O)O (Pyr). Reaction conditions: time 5 minute. The reactants are O=C1CCC(=O)N1Br, COc1cccnc1C#N, ClC(Cl)(Cl)Cl. Yields the product COc1ccc(Br)nc1C#N. Reaction SMILES: [Br:11][N:12]1[C:13](=[O:14])[CH2:15][CH2:16][C:17]1=[O:18].[CH3:1][O:2][c:3]1[c:4]([C:9]#[N:10])[n:5][cH:6][cH:7][cH:8]1.[Cl:19][C:20]([Cl:21])([Cl:22])[Cl:23]>>[CH3:1][O:2][c:3]1[c:4]([C:9]#[N:10])[n:5][c:6]([Br:11])[cH:7][cH:8]1. Starting materials: CN(C)CC=1C=C(C=CC1)N (3-dimethylaminomethyl-phenylamine), ClC1=CC(=NC=N1)NCC ((6-chloro-pyrimidin-4-yl)-ethyl-amine). Conditions: temperature 160 celsius, time 3 hour. Yields the product CN(C)CC=1C=C(C=CC1)NC1=NC=NC(=C1)NCC (N-(3-Dimethylaminomethyl-phenyl)-N′-ethyl-pyrimidine-4,6-diamine). As a reaction SMILES: [CH3:1][N:2]([CH2:4][C:5]1[CH:6]=[C:7]([NH2:11])[CH:8]=[CH:9][CH:10]=1)[CH3:3].Cl[C:13]1[N:18]=[CH:17][N:16]=[C:15]([NH:19][CH2:20][CH3:21])[CH:14]=1>>[CH3:3][N:2]([CH2:4][C:5]1[CH:6]=[C:7]([NH:11][C:13]2[CH:14]=[C:15]([NH:19][CH2:20][CH3:21])[N:16]=[CH:17][N:18]=2)[CH:8]=[CH:9][CH:10]=1)[CH3:1]. Reported procedure: The title compound is prepared as described in Example 143A but using 3-dimethylaminomethyl-phenylamine (334 mg, 2.20 mmol, 1 eq.), (6-chloro-pyrimidin-4-yl)-ethyl-amine (Example 143B) and stirring the reaction mixture for 3 h at 160° C. Purification of the crude product by silica gel column chromatography (DCM/MeOH+1% NH3aq, 9:1) followed by trituration of the resulting solid in diethyl ether, affords 335 mg of the title compound as a beige solid: ESI-MS: 272.1 [MH]+; tR=1.18 min (purity: 100%,... The reactants are Cl.C(C=C)NC1=CC(=CC=C1)C(F)(F)F (N-allyl m-trifluoromethyl aniline hydrochloride), C(Cl)Cl (methylene chloride), ClC(C(=O)Cl)Cl (dichloroacetyl chloride). Run in C(C)N(CC)CC (triethylamine). Yields the product C(C=C)N(C1=CC(=CC=C1)C(F)(F)F)C(C(Cl)Cl)=O (N-allyl-m-trifluoromethyl-dichloroacetanilide). As a reaction SMILES: Cl.[CH2:2]([NH:5][C:6]1[CH:11]=[CH:10][CH:9]=[C:8]([C:12]([F:15])([F:14])[F:13])[CH:7]=1)[CH:3]=[CH2:4].C(Cl)Cl.[Cl:19][CH:20]([Cl:24])[C:21](Cl)=[O:22]>C(N(CC)CC)C>[CH2:2]([N:5]([C:21](=[O:22])[CH:20]([Cl:24])[Cl:19])[C:6]1[CH:11]=[CH:10][CH:9]=[C:8]([C:12]([F:13])([F:14])[F:15])[CH:7]=1)[CH:3]=[CH2:4] |f:0.1|. Procedure: Twenty-three and eight tenths grams of N-allyl m-trifluoromethyl aniline hydrochloride was suspended in 200 ml. of methylene chloride, 21 g. of triethylamine was added and the mixture stirred in a water bath at room temperature while 15 g. of dichloroacetyl chloride was added dropwise. After stirring about 30 minutes, after addition was complete, the mixture was washed with dilute ~1% sodium hydroxide, dilute ~1% hydrochloric acid and water, separated and dried over magnesium sulfate and the sol... The reactants are [N+](=O)([O-])C1=CC=C(C=C1)N1C=NC=2C(=NC=CC21)C#N (1-(4-nitrophenyl)-1H-imidazo[4,5-c]pyridine-4-carbonitrile), CO (methanol), O1CCOCC1.Cl (hydrogen chloride dioxane). Run at time 4 hour. Product: COC(=O)C1=NC=CC2=C1N=CN2C2=CC=C(C=C2)[N+](=O)[O-] (1-(4-nitrophenyl)-1H-imidazo[4,5-c]pyridine-4-carboxylic acid methyl ester). The yield is 41.0%. As a reaction SMILES: [N+:1]([C:4]1[CH:9]=[CH:8][C:7]([N:10]2[C:18]3[CH:17]=[CH:16][N:15]=[C:14]([C:19]#N)[C:13]=3[N:12]=[CH:11]2)=[CH:6][CH:5]=1)([O-:3])=[O:2].[O:21]1CCOC[CH2:22]1.Cl.C[OH:29]>>[CH3:22][O:21][C:19]([C:14]1[C:13]2[N:12]=[CH:11][N:10]([C:7]3[CH:8]=[CH:9][C:4]([N+:1]([O-:3])=[O:2])=[CH:5][CH:6]=3)[C:18]=2[CH:17]=[CH:16][N:15]=1)=[O:29] |f:1.2|. Procedure: In 10 mL of methanol, 74 mg (0.28 mmol) of 1-(4-nitrophenyl)-1H-imidazo[4,5-c]pyridine-4-carbonitrile prepared in Step A was dissolved, and 2 mL of a 4N hydrogen chloride dioxane solution was added thereto, and the mixture solution was refluxed under heating with stirring for four hours. The solvent was distilled under reduced pressure, and the residue was partitioned between ethyl acetate (10 mL×2) and a sodium hydrogencarbonate aqueous solution (10 mL). The combined organic layers was washed w... Starting materials: O=C([O-])[O-], C=Cc1cccc2oc(C(=O)Nc3ccc(-c4ccc(S(=O)(=O)NC(C(=O)OC)C(C)C)cc4)cc3)c(C)c12, CI, [K+], [K+], CN(C)C=O. The product is C=Cc1cccc2oc(C(=O)Nc3ccc(-c4ccc(S(=O)(=O)N(C)C(C(=O)OC)C(C)C)cc4)cc3)c(C)c12. As a reaction SMILES: [C:40](=[O:41])([O-:42])[O-:43].[CH3:1][c:2]1[c:3]([C:13](=[O:14])[NH:15][c:16]2[cH:17][cH:18][c:19](-[c:22]3[cH:23][cH:24][c:25]([S:28](=[O:29])(=[O:30])[NH:31][CH:32]([CH:33]([CH3:34])[CH3:35])[C:36](=[O:37])[O:38][CH3:39])[cH:26][cH:27]3)[cH:20][cH:21]2)[o:4][c:5]2[c:6]1[c:7]([CH:11]=[CH2:12])[cH:8][cH:9][cH:10]2.[I:46][CH3:47].[K+:44].[K+:45].[O:48]=[CH:49][N:50]([CH3:51])[CH3:52]>>[CH3:1][c:2]1[c:3]([C:13](=[O:14])[NH:15][c:16]2[cH:17][cH:18][c:19](-[c:22]3[cH:23][cH:24][c:25]([S:28](=[O:29])(=[O:30])[N:31]([CH:32]([CH:33]([CH3:34])[CH3:35])[C:36](=[O:37])[O:38][CH3:39])[CH3:40])[cH:26][cH:27]3)[cH:20][cH:21]2)[o:4][c:5]2[c:6]1[c:7]([CH:11]=[CH2:12])[cH:8][cH:9][cH:10]2.